Dataset: the Open Reaction Database (ORD), a public repository of structured organic reaction records. Task: describe an organic reaction: reactants, conditions, products, and yield Starting materials: C(C)(=O)OCC(=O)NC=1SC2=C(N1)C(=CC=C2)Cl (2-(Acetoxyacetylamino)-4-chlorobenzothiazole), N (ammonia). Solvent: CO (methanol). Run at time 1 hour. Yields the product ClC1=CC=CC2=C1N=C(S2)NC(CO)=O (4-chloro-2-(hydroxyacetylamino)benzothiazole). The yield is 79.6%. Reaction SMILES: C([O:4][CH2:5][C:6]([NH:8][C:9]1[S:10][C:11]2[CH:17]=[CH:16][CH:15]=[C:14]([Cl:18])[C:12]=2[N:13]=1)=[O:7])(=O)C.N>CO>[Cl:18][C:14]1[C:12]2[N:13]=[C:9]([NH:8][C:6](=[O:7])[CH2:5][OH:4])[S:10][C:11]=2[CH:17]=[CH:16][CH:15]=1. Procedure: 2-(Acetoxyacetylamino)-4-chlorobenzothiazole (2.8 g) prepared in Example 8 is dissolved in methanol (100 ml) and thereto is added 28% aqueous ammonia (10 ml) and the mixture is stirred at room temperature for 1 hour. The solvent is distilled off and the resulting solids are washed with water, dried and recrystallized from ethanol to give the title compound (1.9 g) having the following physical properties. The product is Nc1ccc(-n2cnc3cnccc32)cc1. As a reaction SMILES: [C:23].[CH3:21][OH:22].[H:19][H:20].[N+:1]([O-:2])(=[O:3])[c:4]1[cH:5][cH:6][c:7](-[n:10]2[cH:11][n:12][c:13]3[cH:14][n:15][cH:16][cH:17][c:18]23)[cH:8][cH:9]1.[Pd:24]>>[NH2:1][c:4]1[cH:5][cH:6][c:7](-[n:10]2[cH:11][n:12][c:13]3[cH:14][n:15][cH:16][cH:17][c:18]23)[cH:8][cH:9]1. The reactants are C, CO, [H][H], O=[N+]([O-])c1ccc(-n2cnc3cnccc32)cc1, [Pd]. Starting materials: CN=C=S (Methyl isothiocyanate), CNC(=S)NCCCSCC1=NC=CC=N1 (N-methyl-N'-[3-(2-pyrimidylmethylthio)propyl]thiourea), ClCC1=NC=CC=N1 (2-chloromethylpyrimidine), C1(C=2C(C(N1CCCS)=O)=CC=CC2)=O (3-phthalimidopropanethiol). Yields the product CNC(=S)NCCSCC=1C(=NC(=NC1)C)Cl (N-methyl-N'-[2-((4-chloro-2-methyl-5-pyrimidyl)methlthio)-ethyl]thiourea). Reaction SMILES: C[N:2]=[C:3]=S.[Cl:5]CC1N=CC=CN=1.C1(=O)[N:17]([CH2:18][CH2:19][CH2:20][SH:21])[C:16](=O)[C:15]2=CC=CC=C12.[CH3:28][NH:29][C:30]([NH:32][CH2:33][CH2:34]CSCC1N=CC=CN=1)=[S:31]>>[CH3:28][NH:29][C:30]([NH:32][CH2:33][CH2:34][S:21][CH2:20][C:19]1[C:3]([Cl:5])=[N:2][C:16]([CH3:15])=[N:17][CH:18]=1)=[S:31]. Procedure: In the procedure of Example 1(i)(b) and (ii), using 2-chloromethylpyrimidine and 3-phthalimidopropanethiol as the starting materials, the product is N-methyl-N'-[3-(2-pyrimidylmethylthio)propyl]thiourea. Starting materials: CCOC(=O)c1ccc(B(O)O)cc1, O=C1CNc2ncc(I)cc2N1. The product is CCOC(=O)c1ccc(-c2cnc3c(c2)NC(=O)CN3)cc1. RXN SMILES: [CH2:13]([CH3:14])[O:15][C:16](=[O:17])[c:18]1[cH:19][cH:20][c:21]([B:24]([OH:25])[OH:26])[cH:22][cH:23]1.[I:1][c:2]1[cH:3][c:4]2[c:5]([n:11][cH:12]1)[NH:6][CH2:7][C:8](=[O:10])[NH:9]2>>[c:2]1(-[c:21]2[cH:20][cH:19][c:18]([C:16]([O:15][CH2:13][CH3:14])=[O:17])[cH:23][cH:22]2)[cH:3][c:4]2[c:5]([n:11][cH:12]1)[NH:6][CH2:7][C:8](=[O:10])[NH:9]2. The reactants are FC(S(=O)(=O)OC1=CC2=CC(=CC=C2C=C1)OC)(F)F (7-methoxy-2-naphthyl trifluoromethanesulfonate), COC1=CC=C(C=C1)B(O)O (4-methoxy-phenylboronic acid), [OH-].[Na+] (NaOH). Reagents/catalysts: C=1C=CC(=CC1)[P](C=2C=CC=CC2)(C=3C=CC=CC3)[Pd]([P](C=4C=CC=CC4)(C=5C=CC=CC5)C=6C=CC=CC6)([P](C=7C=CC=CC7)(C=8C=CC=CC8)C=9C=CC=CC9)[P](C=1C=CC=CC1)(C=1C=CC=CC1)C=1C=CC=CC1 (tetrakis(triphenylphosphine)palladium). Run in COCCOC (ethylene glycol dimethyl ether). Yields the product COC1=CC2=CC(=CC=C2C=C1)C1=CC=C(C=C1)OC (2-Methoxy-7-(4-methoxyphenyl)naphthalene). Isolated yield 79.7%. As a reaction SMILES: FC(F)(F)S(O[C:7]1[CH:16]=[CH:15][C:14]2[C:9](=[CH:10][C:11]([O:17][CH3:18])=[CH:12][CH:13]=2)[CH:8]=1)(=O)=O.[CH3:21][O:22][C:23]1[CH:28]=[CH:27][C:26](B(O)O)=[CH:25][CH:24]=1.[OH-].[Na+]>C1C=CC([P]([Pd]([P](C2C=CC=CC=2)(C2C=CC=CC=2)C2C=CC=CC=2)([P](C2C=CC=CC=2)(C2C=CC=CC=2)C2C=CC=CC=2)[P](C2C=CC=CC=2)(C2C=CC=CC=2)C2C=CC=CC=2)(C2C=CC=CC=2)C2C=CC=CC=2)=CC=1.COCCOC>[CH3:18][O:17][C:11]1[CH:12]=[CH:13][C:14]2[C:9](=[CH:8][C:7]([C:26]3[CH:27]=[CH:28][C:23]([O:22][CH3:21])=[CH:24][CH:25]=3)=[CH:16][CH:15]=2)[CH:10]=1 |f:2.3,^1:37,39,58,77|. Procedure: A mixture of 7-methoxy-2-naphthyl trifluoromethanesulfonate (3.15 g, 10.3 mmol), 4-methoxy-phenylboronic acid (2.2 g, 14 mmol) sodium carbonate (10 mL of 2N aqueous solution), tetrakis(triphenylphosphine)palladium (0.59 g, 0.05 mmol), and 100 mL ethylene glycol dimethyl ether were heated to reflux for 8 hr. The mixture was cooled to room temperature and poured into 100 mL of 1 N NaOH, The mixture was extracted with ethyl acetate (3×250 mL), washed with brine (2×100 mL), dried over magnesium sulf... Reactants: C(=O)(O)[O-].[Na+] (NaHCO3), [N+](=O)([O-])C1=CC=C(C=O)C=C1 (4-nitrobenzaldehyde), C[C@@H]1N(CCNC1)C(=O)OC(C)(C)C (1-dimethylethyl (2S)-2-methyl-1-piperazinecarboxylate), C(C)(=O)O[BH-](OC(C)=O)OC(C)=O.[Na+] (sodium tri(acetoxy)borohydride). The solvent is ClCCCl (1,2-DCE). Conditions: time 30 minute. Product: C[C@@H]1N(CCN(C1)CC1=CC=C(C=C1)[N+](=O)[O-])C(=O)OC(C)(C)C (1,1-Dimethylethyl (2S)-2-methyl-4-[(4-nitrophenyl)methyl]-1-piperazinecarboxylate). Isolated yield 91.1%. As a reaction SMILES: [N+:1]([C:4]1[CH:11]=[CH:10][C:7]([CH:8]=O)=[CH:6][CH:5]=1)([O-:3])=[O:2].[CH3:12][C@H:13]1[CH2:18][NH:17][CH2:16][CH2:15][N:14]1[C:19]([O:21][C:22]([CH3:25])([CH3:24])[CH3:23])=[O:20].C(O[BH-](OC(=O)C)OC(=O)C)(=O)C.[Na+].C([O-])(O)=O.[Na+]>ClCCCl>[CH3:12][C@H:13]1[CH2:18][N:17]([CH2:8][C:7]2[CH:10]=[CH:11][C:4]([N+:1]([O-:3])=[O:2])=[CH:5][CH:6]=2)[CH2:16][CH2:15][N:14]1[C:19]([O:21][C:22]([CH3:23])([CH3:25])[CH3:24])=[O:20] |f:2.3,4.5|. Procedure: A mixture of 4-nitrobenzaldehyde (30.22 g, 0.2 mol), 1-dimethylethyl (2S)-2-methyl-1-piperazinecarboxylate (40.06 g, 0.2 mol) and sodium tri(acetoxy)borohydride (85 g, 0.4 mol) in 1,2-DCE (1 L) was stirred at room temperature over-weekend. The reaction mixture was treated portion-wise with NaHCO3 solution (400 mL) over a period of ˜2 h. After a further 30 mins, the organic layer was separated, washed with brine, dried and concentrated to give a viscous pale yellow oil. Purification by column chr...